Dataset: the Open Reaction Database (ORD), a public repository of structured organic reaction records. Task: describe an organic reaction: reactants, conditions, products, and yield As a reaction SMILES: [Cl:1][c:2]1[cH:3][cH:4][c:5]([C:6](=[O:7])[c:8]2[c:9]([CH3:19])[c:10]([CH2:14][CH2:15][C:16](=[O:17])[OH:18])[cH:11][cH:12][cH:13]2)[cH:20][cH:21]1.[S:22]([Cl:23])([Cl:24])=[O:25]>>[Cl:1][c:2]1[cH:3][cH:4][c:5]([C:6](=[O:7])[c:8]2[c:9]([CH3:19])[c:10]([CH2:14][CH2:15][C:16](=[O:17])[Cl:24])[cH:11][cH:12][cH:13]2)[cH:20][cH:21]1. Starting materials: Cc1c(CCC(=O)O)cccc1C(=O)c1ccc(Cl)cc1, O=S(Cl)Cl. Yields the product Cc1c(CCC(=O)Cl)cccc1C(=O)c1ccc(Cl)cc1. Starting materials: O=C([O-])[O-], CCOCCl, CC(C)=O, [K+], [K+], c1c[nH]nn1. Product: CCOCn1ccnn1. Reaction SMILES: [C:11](=[O:12])([O-:13])[O-:14].[CH2:1]([CH3:2])[O:3][CH2:4][Cl:5].[CH3:17][C:18](=[O:19])[CH3:20].[K+:15].[K+:16].[nH:6]1[n:7][n:8][cH:9][cH:10]1>>[CH2:1]([CH3:2])[O:3][CH2:4][n:6]1[n:7][n:8][cH:9][cH:10]1. The reactants are CC1(OC[C@@H](O1)C(=O)Cl)C ((R)-2,2-dimethyl-1,3-dioxolan-4-ylcarbonyl chloride), Cl.S1N=C(C=N1)OC[C@H]1CN(C(O1)=O)C1=CC(=C(C=C1)C1=CCNCC1)F (5(R)-1,2,5-thiadiazol-3-yloxymethyl-3-(3-fluoro-4-(1,2,5,6-tetrahydropyrid-4-yl)phenyl)oxazolidin-2-one hydrochloride), N1=CC=CC=C1 (pyridine). Run in ClCCl (dichloromethane), ClCCl (dichloromethane). Product: S1N=C(C=N1)OC[C@H]1CN(C(O1)=O)C1=CC(=C(C=C1)C1=CCN(CC1)C(=O)[C@@H]1OC(OC1)(C)C)F (5(R)-1,2,5-thiadiazol-3-yloxymethyl-3-(4-(1-(2,2-dimethyl-1,3-dioxolan-4(R)-ylcarbonyl)-1,2,5,6-tetrahydropyrid-4-yl)-3-fluorophenyl)oxazolidin-2-one). The yield is 92.5%. Reaction SMILES: [CH3:1][C:2]1([CH3:10])[O:6][C@@H:5]([C:7](Cl)=[O:8])[CH2:4][O:3]1.Cl.[S:12]1[N:16]=[CH:15][C:14]([O:17][CH2:18][C@@H:19]2[O:23][C:22](=[O:24])[N:21]([C:25]3[CH:30]=[CH:29][C:28]([C:31]4[CH2:36][CH2:35][NH:34][CH2:33][CH:32]=4)=[C:27]([F:37])[CH:26]=3)[CH2:20]2)=[N:13]1.N1C=CC=CC=1>ClCCl>[S:12]1[N:16]=[CH:15][C:14]([O:17][CH2:18][C@@H:19]2[O:23][C:22](=[O:24])[N:21]([C:25]3[CH:30]=[CH:29][C:28]([C:31]4[CH2:36][CH2:35][N:34]([C:7]([C@H:5]5[CH2:4][O:3][C:2]([CH3:10])([CH3:1])[O:6]5)=[O:8])[CH2:33][CH:32]=4)=[C:27]([F:37])[CH:26]=3)[CH2:20]2)=[N:13]1 |f:1.2|. Procedure details: A solution of (R)-2,2-dimethyl-1,3-dioxolan-4-ylcarbonyl chloride (S Handa et al, Synth. Commun. (1995), 25, 2837) [0.597 g, 3.63 mmol ] in dichloromethane (5 ml) was added dropwise to a stirred mixture of 5(R)-1,2,5-thiadiazol-3-yloxymethyl-3-(3-fluoro-4-(1,2,5,6-tetrahydropyrid-4-yl)phenyl)oxazolidin-2-one hydrochloride (1 g, 2.42 mmol) and pyridine (0.49 ml, 6.06 mmol) in dichloromethane (30 ml) under nitrogen at −10° C. After 10 minutes the cooling bath was removed and the mixture stirred fo... The reactants are CC1CNCCC1 (3-Methylpiperidine), BrC1=CC=CC(=N1)C=O (6-bromo-2-pyridine-carboxaldehyde). The product is BrC1=NC(=CC=C1)CN1CC(CCC1)C (2-bromo-6-[(3-methylpiperidyl)methyl]pyridine). RXN SMILES: [CH3:1][CH:2]1[CH2:7][CH2:6][CH2:5][NH:4][CH2:3]1.[Br:8][C:9]1[N:14]=[C:13]([CH:15]=O)[CH:12]=[CH:11][CH:10]=1>>[Br:8][C:9]1[CH:10]=[CH:11][CH:12]=[C:13]([CH2:15][N:4]2[CH2:5][CH2:6][CH2:7][CH:2]([CH3:1])[CH2:3]2)[N:14]=1. Reported procedure: 16] 3-Methylpiperidine (0.33 mL, 2.8 mmol) was added to a solution of 6-bromo-2-pyridine-carboxaldehyde (350 mg, 1.88 mmol) to give 2-bromo-6-[(3-methylpiperidyl)methyl]pyridine as a white solid. Reactants: [OH-].[Na+] (sodium hydroxide), IC1=CC=CC2=C1C(OC(N2)=O)=O (5-iodo-2H-3,1-benzoxazine-2,4(1H)-dione). Reagents/catalysts: [OH-].[Na+] (sodium hydroxide). The solvent is CO (methanol). Conditions: temperature 60 celsius, time 1 hour. The product is NC1=C(C(=O)OC)C(=CC=C1)I (Methyl 2-amino-6-iodobenzoate). Isolated yield 78.4%. Reaction SMILES: [OH-].[Na+].[I:3][C:4]1[C:9]2[C:10](=[O:15])[O:11][C:12](=O)[NH:13][C:8]=2[CH:7]=[CH:6][CH:5]=1>CO.[OH-].[Na+]>[NH2:13][C:8]1[CH:7]=[CH:6][CH:5]=[C:4]([I:3])[C:9]=1[C:10]([O:11][CH3:12])=[O:15] |f:0.1,4.5|. Reported procedure: To a stirred solution of sodium hydroxide (0.35 g, 8.8 mM) in methanol (31 mL) was added 5-iodo-2H-3,1-benzoxazine-2,4(1H)-dione (18.5 g, 64.0 mM). The mixture was heated at 60° C. for 1.5 hr. An additional quantitiy of sodium hydroxide (0.10 g, 2.5 mM) was added to the reaction mixture and stirring at 60° C. was continued for an additonal 1 hr. After cooling to room temperature, the reaction mixture was concentrated and the residue was taken up in ethyl acetate. The ethyl acetate was washed suc...